From a dataset of the Open Reaction Database (ORD), a public repository of structured organic reaction records. describe an organic reaction: reactants, conditions, products, and yield Reactants: CS(C)=O, O=[N+]([O-])c1ccc(OC(F)(F)C(F)(F)Br)c(Cl)c1, [Cu], O. Product: O=[N+]([O-])c1ccc2c(c1)C(F)(F)C(F)(F)O2. Reaction SMILES: [CH3:19][S:20](=[O:21])[CH3:22].[Cl:1][c:2]1[cH:3][c:4]([N+:16](=[O:17])[O-:18])[cH:5][cH:6][c:7]1[O:8][C:9]([C:10]([F:11])([F:12])[Br:13])([F:14])[F:15].[Cu:23].[OH2:24]>>[c:2]12[cH:3][c:4]([N+:16](=[O:17])[O-:18])[cH:5][cH:6][c:7]1[O:8][C:9]([F:14])([F:15])[C:10]2([F:11])[F:12]. Starting materials: CO, ClCCl, FC(F)CI, CSc1nccc(-c2cn[nH]c2I)n1, [K+], [K+], O=C([O-])[O-], CN(C)C=O. The product is CSc1nccc(-c2cn(CC(F)F)nc2I)n1. As a reaction SMILES: [CH3:34][OH:35].[Cl:26][CH2:27][Cl:28].[F:21][CH:22]([CH2:23][I:24])[F:25].[I:1][c:2]1[c:3](-[c:7]2[n:8][c:9]([S:13][CH3:14])[n:10][cH:11][cH:12]2)[cH:4][n:5][nH:6]1.[K+:15].[K+:16].[O-:17][C:18]([O-:19])=[O:20].[O:29]=[CH:30][N:31]([CH3:32])[CH3:33]>>[I:1][c:2]1[c:3](-[c:7]2[n:8][c:9]([S:13][CH3:14])[n:10][cH:11][cH:12]2)[cH:4][n:5]([CH2:23][CH:22]([F:21])[F:25])[n:6]1. Starting materials: FC(OC=1C=C2C3=C(NC2=CC1)CC1CCCC3N1)(F)F (2-trifluoromethoxy-6,7,8,9,10,11-hexahydro-5H-7,11-epiminocycloocta[b]indole), CC1=C(C=CC=C1)C=C (1-methyl-2-vinylbenzene). Yields the product CC1=C(C=CC=C1)CCN1C2=C(C3=CC(=CC=C13)OC(F)(F)F)C1CCCC(C2)N1 (5-[2-(2-methylphenyl)ethyl]-2-(trifluoromethoxy)-6,7,8,9,10,11-hexahydro-5H-7,11-epiminocycloocta[b]indole). Reaction SMILES: [F:1][C:2]([F:21])([F:20])[O:3][C:4]1[CH:5]=[C:6]2[C:10](=[CH:11][CH:12]=1)[NH:9][C:8]1[CH2:13][CH:14]3[NH:19][CH:18]([C:7]2=1)[CH2:17][CH2:16][CH2:15]3.[CH3:22][C:23]1[CH:28]=[CH:27][CH:26]=[CH:25][C:24]=1[CH:29]=[CH2:30]>>[CH3:22][C:23]1[CH:28]=[CH:27][CH:26]=[CH:25][C:24]=1[CH2:29][CH2:30][N:9]1[C:10]2[C:6](=[CH:5][C:4]([O:3][C:2]([F:1])([F:20])[F:21])=[CH:12][CH:11]=2)[C:7]2[CH:18]3[NH:19][CH:14]([CH2:13][C:8]1=2)[CH2:15][CH2:16][CH2:17]3. Procedure details: The coupling of 2-trifluoromethoxy-6,7,8,9,10,11-hexahydro-5H-7,11-epiminocycloocta[b]indole (148 mg, 0.500 mmol; Example 140A) and 1-methyl-2-vinylbenzene (118 mg, 1.00 mmol; Aldrich) was performed according to the procedure described in Example 114B to afford the title compound: 1H NMR (500 MHz, pyridine-d5) δ ppm 1.09-1.21 (m, 1H), 1.29-1.43 (m, 2H), 1.80 (d, J=13 Hz, 1H), 2.02-2.10 (m, 4H), 2.27 (tt, J=14, 5 Hz, 1H), 2.41 (tt, J=14, 4 Hz, 1H), 3.00 (dt, J=14, 5 Hz, 1H), 3.05-3.14 (m, 1H), 3.... RXN SMILES: CC1=CC=C(N)N=C1.[C-]#[N+]C1CCCCC1.COC(=O)C1=C(C=O)C2=CC=CC=C2N1S(C)(=O)=O>>COC(=O)C1=C(C2=CC=CC=C2N1S(C)(=O)=O)C1=C(NC2CCCCC2)N2C=C(C)C=CC2=N1. Conditions: temperature 22 celsius, time 20 hour. Isolated yield 27.7%. The solvent is CC(C)O (isopropyl alcohol), CC(C)O (isopropylalcohol). The product is Cc1ccc2nc(c3c4ccccc4n(c3C(=O)OC)S(C)(=O)=O)c(NC3CCCCC3)n2c1. The reagents and catalysts are O=C(O)C(F)(F)F (trifluoroacetic acid). Starting materials: COC(c1c(C=O)c2ccccc2n1S(C)(=O)=O)=O, CC1=CN=C(C=C1)N, [C-]#[N+]C1CCCCC1. The reactants are FC1=C(CN2N=C(C=3C2=NC=CC3)C=3N=C(C2=C(N3)NC(C2(C)C)=O)I)C=CC=C1 (2-[1-(2-Fluorobenzyl)-1H-pyrazolo[3,4-b]pyridin-3-yl]-4-iodo-5,5-dimethyl-5,7-dihydro-6H-pyrrolo[2,3-d]pyrimidin-6-one), N[C@@H]1CC[C@H](CC1)O (trans-4-aminocyclohexanol). Solvent: CN1C(CCC1)=O (1-methyl-2-pyrrolidone). Run at temperature 150 celsius. The product is FC1=C(CN2N=C(C=3C2=NC=CC3)C=3N=C(C2=C(N3)NC(C2(C)C)=O)N[C@@H]2CC[C@H](CC2)O)C=CC=C1 (2-[1-(2-Fluorobenzyl)-1H-pyrazolo[3,4-b]pyridin-3-yl]-4-[(trans-4-hydroxycyclohexyl)amino]-5,5-dimethyl-5,7-dihydro-6H-pyrrolo[2,3-d]pyrimidin-6-one). As a reaction SMILES: [F:1][C:2]1[CH:30]=[CH:29][CH:28]=[CH:27][C:3]=1[CH2:4][N:5]1[C:9]2=[N:10][CH:11]=[CH:12][CH:13]=[C:8]2[C:7]([C:14]2[N:15]=[C:16](I)[C:17]3[C:22]([CH3:24])([CH3:23])[C:21](=[O:25])[NH:20][C:18]=3[N:19]=2)=[N:6]1.[NH2:31][C@H:32]1[CH2:37][CH2:36][C@H:35]([OH:38])[CH2:34][CH2:33]1>CN1CCCC1=O>[F:1][C:2]1[CH:30]=[CH:29][CH:28]=[CH:27][C:3]=1[CH2:4][N:5]1[C:9]2=[N:10][CH:11]=[CH:12][CH:13]=[C:8]2[C:7]([C:14]2[N:15]=[C:16]([NH:31][C@H:32]3[CH2:37][CH2:36][C@H:35]([OH:38])[CH2:34][CH2:33]3)[C:17]3[C:22]([CH3:24])([CH3:23])[C:21](=[O:25])[NH:20][C:18]=3[N:19]=2)=[N:6]1. Reported procedure: Under argon atmosphere, 200 mg (purity 62%, 0.24 mmol) of 2-[1-(2-fluorobenzyl)-1H-pyrazolo[3,4-b]pyridin-3-yl]-4-iodo-5,5-dimethyl-5,7-dihydro-6H-pyrrolo[2,3-d]pyrimidin-6-one (example 15A) was suspended in 4 ml of absolute 1-methyl-2-pyrrolidone and 555 mg (4.82 mmol) of trans-4-aminocyclohexanol was added. The mixture was heated in the microwave at 150° C. for 3 h. After cooling, the reaction mixture was purified by preparative HPLC (eluent: acetonitrile/water with 0.1% formic acid, gradient ... Reactants: N(N)C1=NC=C(C(=O)O)C=C1 (6-hydrazinylnicotinic acid), CCN(C(C)C)C(C)C (Hunig's base), CN(C=C(C(=O)OCC)C1=CC(=NC=C1)OC)C (ethyl 3-(dimethylamino)-2-(2-methoxypyridin-4-yl)acrylate), Cl (hydrochloric acid). Run in CC(C)O (2-propanol). Product: OC1=C(C=NN1C1=NC=C(C(=O)O)C=C1)C1=CC(=NC=C1)OC (6-(5-hydroxy-4-(2-methoxypyridin-4-yl)-1H-pyrazol-1-yl)nicotinic acid). Reaction SMILES: [NH:1]([C:3]1[CH:11]=[CH:10][C:6]([C:7]([OH:9])=[O:8])=[CH:5][N:4]=1)[NH2:2].CN(C)[CH:14]=[C:15]([C:21]1[CH:26]=[CH:25][N:24]=[C:23]([O:27][CH3:28])[CH:22]=1)[C:16](OCC)=[O:17].Cl.CCN(C(C)C)C(C)C>CC(O)C>[OH:17][C:16]1[N:1]([C:3]2[CH:11]=[CH:10][C:6]([C:7]([OH:9])=[O:8])=[CH:5][N:4]=2)[N:2]=[CH:14][C:15]=1[C:21]1[CH:26]=[CH:25][N:24]=[C:23]([O:27][CH3:28])[CH:22]=1. Procedure details: Combined 6-hydrazinylnicotinic acid (167 mg, 1.090 mmol), ethyl 3-(dimethylamino)-2-(2-methoxypyridin-4-yl)acrylate (300 mg, 1.199 mmol), 2-propanol (3632 μl), and hydrochloric acid (1.85% aqueous, 2.15 mL, 1.090 mmol). The reaction was stirred at room temperature. After 1 hour Hunig's base (949 μl, 5.45 mmol) was added to the suspension which became a yellow solution. The reaction was washed with EtOAc (2×15 mL) and the aqueous phase was concentrated in vacuo, yielding a yellow solid. The solid... The reactants are C(C1=CC=CC=C1)N1CCC(CC1)(O)C1=CC=CC=C1 (1-Benzyl-4-phenyl-piperidin-4-ol), C(C)N(CC)S(F)(F)F (Diethylaminosulphur trifluoride). Run in C(Cl)Cl (DCM), C(Cl)Cl (DCM). Conditions: time 0.5 hour. Yields the product C(C1=CC=CC=C1)N1CCC(CC1)(C1=CC=CC=C1)F (1-Benzyl-4-fluoro-4-phenyl-piperidine). RXN SMILES: [CH2:1]([N:8]1[CH2:13][CH2:12][C:11]([C:15]2[CH:20]=[CH:19][CH:18]=[CH:17][CH:16]=2)(O)[CH2:10][CH2:9]1)[C:2]1[CH:7]=[CH:6][CH:5]=[CH:4][CH:3]=1.C(N(S(F)(F)[F:27])CC)C>C(Cl)Cl>[CH2:1]([N:8]1[CH2:13][CH2:12][C:11]([F:27])([C:15]2[CH:20]=[CH:19][CH:18]=[CH:17][CH:16]=2)[CH2:10][CH2:9]1)[C:2]1[CH:7]=[CH:6][CH:5]=[CH:4][CH:3]=1. Procedure: 1-Benzyl-4-phenyl-piperidin-4-ol (0.45 g, 1.69 mmol) in DCM (20 mL) was cooled to −78° C. Diethylaminosulphur trifluoride (2 mmol) was added and the mixture stirred for 0.5 hour and allowed to warm to room temperature. The mixture was diluted with DCM and washed with water, dried over magnesium sulphate, filtered and the solvent removed by evaporation under vacuum. The oil was used without further purification. LCMS m/z 270.3 [M+H]+. R.T.=2.87 min (Analytical Method 4).